This data is from the Open Reaction Database (ORD), a public repository of structured organic reaction records. The task is: describe an organic reaction: reactants, conditions, products, and yield Starting materials: CC(C)(C)[Si](C)(C)OCCc1ccc2ccc3ncc(Cl)cc3c(=O)c2c1, Cn1cc(B2OC(C)(C)C(C)(C)O2)cn1, [Na+], [Na+], O=C([O-])[O-], Cl[Pd]Cl, c1ccc(P(c2ccccc2)c2ccccc2)cc1, c1ccc(P(c2ccccc2)c2ccccc2)cc1. Product: Cn1cc(-c2cnc3ccc4ccc(CCO[Si](C)(C)C(C)(C)C)cc4c(=O)c3c2)cn1. RXN SMILES: [C:1]([CH3:2])([CH3:3])([CH3:4])[Si:5]([O:6][CH2:7][CH2:8][c:9]1[cH:10][cH:11][c:12]2[c:13]([c:14](=[O:24])[c:15]3[c:16]([n:17][cH:18][c:19]([Cl:21])[cH:20]3)[cH:22][cH:23]2)[cH:25]1)([CH3:26])[CH3:27].[CH3:28][n:29]1[n:30][cH:31][c:32]([B:34]2[O:35][C:36]([CH3:37])([CH3:38])[C:39]([CH3:40])([CH3:41])[O:42]2)[cH:33]1.[Na+:43].[Na+:44].[O-:45][C:46](=[O:47])[O-:48].[Pd:49]([Cl:50])[Cl:51].[c:52]1([P:53]([c:54]2[cH:55][cH:56][cH:57][cH:58][cH:59]2)[c:60]2[cH:61][cH:62][cH:63][cH:64][cH:65]2)[cH:66][cH:67][cH:68][cH:69][cH:70]1.[c:71]1([P:72]([c:73]2[cH:74][cH:75][cH:76][cH:77][cH:78]2)[c:79]2[cH:80][cH:81][cH:82][cH:83][cH:84]2)[cH:85][cH:86][cH:87][cH:88][cH:89]1>>[C:1]([CH3:2])([CH3:3])([CH3:4])[Si:5]([O:6][CH2:7][CH2:8][c:9]1[cH:10][cH:11][c:12]2[c:13]([c:14](=[O:24])[c:15]3[c:16]([n:17][cH:18][c:19](-[c:32]4[cH:31][n:30][n:29]([CH3:28])[cH:33]4)[cH:20]3)[cH:22][cH:23]2)[cH:25]1)([CH3:26])[CH3:27]. The reactants are C(C)(=O)O (acetic acid), FC1=CC=C(C=C1)C1(CCNCC1)COCC=1C=C(C=C2C=NNC12)C(F)(F)F (7-(((4-(4-fluorophenyl)piperidin-4-yl)methoxy)methyl)-5-(trifluoromethyl)-1H-indazole), C(#N)[BH3-].[Na+] (sodium cyanoborohydride), C=O (formalin). The reagents and catalysts are C(C)(=O)O (acetic acid). The solvent is C(C)#N (acetonitrile). Reaction conditions: time 5 minute. Product: FC1=CC=C(C=C1)C1(CCN(CC1)C)COCC=1C=C(C=C2C=NNC12)C(F)(F)F (7-(((4-(4-Fluorophenyl)-1-methylpiperidin-4-yl)methoxy)methyl)-5-(trifluoromethyl)-1H-indazole). As a reaction SMILES: [F:1][C:2]1[CH:7]=[CH:6][C:5]([C:8]2([CH2:14][O:15][CH2:16][C:17]3[CH:18]=[C:19]([C:26]([F:29])([F:28])[F:27])[CH:20]=[C:21]4[C:25]=3[NH:24][N:23]=[CH:22]4)[CH2:13][CH2:12][NH:11][CH2:10][CH2:9]2)=[CH:4][CH:3]=1.[C:30]([BH3-])#N.[Na+].C=O.C(O)(=O)C>C(#N)C.C(O)(=O)C>[F:1][C:2]1[CH:7]=[CH:6][C:5]([C:8]2([CH2:14][O:15][CH2:16][C:17]3[CH:18]=[C:19]([C:26]([F:27])([F:28])[F:29])[CH:20]=[C:21]4[C:25]=3[NH:24][N:23]=[CH:22]4)[CH2:13][CH2:12][N:11]([CH3:30])[CH2:10][CH2:9]2)=[CH:4][CH:3]=1 |f:1.2|. Reported procedure: To a solution of 7-(((4-(4-fluorophenyl)piperidin-4-yl)methoxy)methyl)-5-(trifluoromethyl)-1H-indazole (50 mg, 0.123 mmol) and sodium cyanoborohydride (7.7 mg, 0.123 mmol) in acetonitrile (1 mL) at room temperature was added formalin (25 μL). To this was added 1 drop of acetic acid. After 5 min, a second drop of acetic acid was added and the reaction stirred at room temperature for 15 min. The reaction was concentrated and loaded onto a strong cation exchange cartridge in methanol. The cartridge... Reaction SMILES: [OH2:17].[n:1]1(-[c:6]2[cH:7][c:8]([CH3:16])[c:9]([NH2:15])[c:10]([N+:12]([O-:13])=[O:14])[cH:11]2)[cH:2][n:3][cH:4][cH:5]1>>[n:1]1(-[c:6]2[cH:7][c:8]([CH3:16])[c:9]([NH2:15])[c:10]([NH2:12])[cH:11]2)[cH:2][n:3][cH:4][cH:5]1. Starting materials: O, Cc1cc(-n2ccnc2)cc([N+](=O)[O-])c1N. The product is Cc1cc(-n2ccnc2)cc(N)c1N.